From a dataset of the Open Reaction Database (ORD), a public repository of structured organic reaction records. describe an organic reaction: reactants, conditions, products, and yield Starting materials: BrC(C(OC1=CC=C(C(=O)O)C=C1)(F)F)(F)F (4-(2-Bromotetrafluoroethoxy)benzoic acid), Example 18, C(C(=O)Cl)(=O)Cl (Oxalyl chloride). The solvent is C(Cl)Cl (methylene chloride). Run at time 8 hour. Yields the product BrC(C(OC1=CC=C(C(=O)Cl)C=C1)(F)F)(F)F (4(2-bromotetrafluoroethoxy)benzoyl chloride). RXN SMILES: [Br:1][C:2]([F:17])([F:16])[C:3]([F:15])([F:14])[O:4][C:5]1[CH:13]=[CH:12][C:8]([C:9](O)=[O:10])=[CH:7][CH:6]=1.C(Cl)(=O)C([Cl:21])=O>C(Cl)Cl>[Br:1][C:2]([F:17])([F:16])[C:3]([F:15])([F:14])[O:4][C:5]1[CH:13]=[CH:12][C:8]([C:9]([Cl:21])=[O:10])=[CH:7][CH:6]=1. Procedure details: 4-(2-Bromotetrafluoroethoxy)benzoic acid prepared as in Example 18 (26.6 g, 0.083 mol) is transferred to a 250 mL round-bottomed flask along with 150 mL of methylene chloride. Oxalyl chloride (11.64 g, 0.92 mol) is added and the mixture is stirred under nitrogen overnight to form a turbid solution which is concentrated by rotary evaporation and distilled at 80°-90° C./0.1 mmHg to yield 20.88 g of 4(2-bromotetrafluoroethoxy)benzoyl chloride as a colorless liquid, leaving 6.16 g of unreacted acid ... Reactants: COC(C1=C(C(C(=C(N1)C)C1=NC(=NO1)CN(C)CC1=CC=CC=C1)C1=CC(=CC=C1)[N+](=O)[O-])C(=O)OC)OC (methyl 1,4-dihydro-6-dimethoxymethyl-3-[3-(N-benzyl-N-methylamino)methyl-1,2,4-oxadiazol-5-yl]-2-methyl-4-(3-nitrophenyl)pyridine-5-carboxylate), Cl (hydrochloric acid), C([O-])(O)=O.[Na+] (sodium bicarbonate). Solvent: CC(=O)C (acetone). Reaction conditions: time 3 hour. The product is C(C1=CC=CC=C1)N(C)CC1=NOC(=N1)C1=C(NC(=C(C1C1=CC(=CC=C1)[N+](=O)[O-])C(=O)OC)C=O)C (methyl 1,4-dihydro-3-[3-(N-benzyl-N-methylamino)methyl-1,2,4-oxadiazol-5-yl]-6-formyl-2-methyl-4-(3-nitrophenyl)pyridine-5-carboxylate). Yield: 80.8%. As a reaction SMILES: C[O:2][CH:3](OC)[C:4]1[NH:9][C:8]([CH3:10])=[C:7]([C:11]2[O:15][N:14]=[C:13]([CH2:16][N:17]([CH2:19][C:20]3[CH:25]=[CH:24][CH:23]=[CH:22][CH:21]=3)[CH3:18])[N:12]=2)[CH:6]([C:26]2[CH:31]=[CH:30][CH:29]=[C:28]([N+:32]([O-:34])=[O:33])[CH:27]=2)[C:5]=1[C:35]([O:37][CH3:38])=[O:36].Cl.C(=O)(O)[O-].[Na+]>CC(C)=O>[CH2:19]([N:17]([CH2:16][C:13]1[N:12]=[C:11]([C:7]2[CH:6]([C:26]3[CH:31]=[CH:30][CH:29]=[C:28]([N+:32]([O-:34])=[O:33])[CH:27]=3)[C:5]([C:35]([O:37][CH3:38])=[O:36])=[C:4]([CH:3]=[O:2])[NH:9][C:8]=2[CH3:10])[O:15][N:14]=1)[CH3:18])[C:20]1[CH:25]=[CH:24][CH:23]=[CH:22][CH:21]=1 |f:2.3|. Procedure: To a solution of 1.0 g of methyl 1,4-dihydro-6-dimethoxymethyl-3-[3-(N-benzyl-N-methylamino)methyl-1,2,4-oxadiazol-5-yl]-2-methyl-4-(3-nitrophenyl)pyridine-5-carboxylate in 15 ml of acetone was added 2 ml of 6N-hydrochloric acid. After stirring at room temperature for 3 hours, the reaction mixture was neutralized with sodium bicarbonate solution and then concentrated in vacuo. To the residue was added ethyl acetate and the resultant solution was washed with water, dried and evaporated in vacuo. ... Starting materials: C1(=CC(=CC=C1)C(=O)O)C (m-Toluic acid), CC1=C(C=CC=C1)OC (o-methylanisole), ice water. Run in polyphosphoric acid. Reaction conditions: temperature 80 celsius, time 2 hour. Yields the product COC1=C(C=C(C(=O)C2=CC(=CC=C2)C)C=C1)C (4-methoxy-3,3'-dimethylbenzophenone). Yield: 59.9%. As a reaction SMILES: [C:1]1([CH3:10])[CH:6]=[CH:5][CH:4]=[C:3]([C:7](O)=[O:8])[CH:2]=1.[CH3:11][C:12]1[CH:17]=[CH:16][CH:15]=[CH:14][C:13]=1[O:18][CH3:19]>>[CH3:19][O:18][C:13]1[CH:14]=[CH:15][C:16]([C:7]([C:3]2[CH:4]=[CH:5][CH:6]=[C:1]([CH3:10])[CH:2]=2)=[O:8])=[CH:17][C:12]=1[CH3:11]. Procedure: m-Toluic acid (13.6 g, 0.10 mole) and o-methylanisole (12.2 g, 0.10 mole) are combined in 50 ml of polyphosphoric acid (PPA) and warmed with stirring to 80°C for 2 hours. The cooled reaction mixture is then poured into ice water and extracted into ethyl acetate (200 ml) and washed with 5% sodium hydroxide to give 14.4 g of product (60%), m.p. 62°-4°C, upon removal of the solvent in vacuo. Starting materials: COC(CBr)OC (bromoacetaldehyde dimethylacetal), [H-].[Na+] (sodium hydride), C(N)(=N)NN=CC1=CC=CC=C1 (benzaldehyde guanylhydrazone). Run in CN(C)C=O (DMF). Run at time 25 minute. Yields the product C(C1=CC=CC=C1)=NNC(=N)NCC(OC)OC (N-Benzylidenamino-N'-(2,2-dimethoxy-ethyl)-guanidine), N (ammonia). Reaction SMILES: [H-].[Na+].[C:3]([NH:6][N:7]=[CH:8][C:9]1[CH:14]=[CH:13][CH:12]=[CH:11][CH:10]=1)(=[NH:5])[NH2:4].[CH3:15][O:16][CH:17]([O:20][CH3:21])[CH2:18]Br>CN(C=O)C>[CH:8](=[N:7][NH:6][C:3]([NH:4][CH2:18][CH:17]([O:20][CH3:21])[O:16][CH3:15])=[NH:5])[C:9]1[CH:14]=[CH:13][CH:12]=[CH:11][CH:10]=1.[NH3:4] |f:0.1|. Procedure: 2.88 g (0.06 mol) of sodium hydride dispersion (approximately 50% in oil; Fluka, Buchs, Switzerland) are added in portions over a period of 10 minutes, with stirring and with the introduction of nitrogen, to a solution of 8.1 g (0.05 mol) of benzaldehyde guanylhydrazone in 80 ml of DMF. After 25 minutes stirring at room temperature, 7.1 ml (0.06 mol) of bromoacetaldehyde dimethylacetal (Aldrich, Buchs, Switzerland; 97%, Cat. no. 24,250-0) are added dropwise to the mixture, which has been cooled ... The reactants are ClC1=C(C(=CC=C1)C)NC1=C(C=CC=C1)CC(=O)O ([o-(3-chloro-o-toluidino)-phenyl]-acetic acid), [N+](=[N-])=C (diazomethane). Run in CCOCC (ether). Reaction conditions: time 2 hour. Yields the product COC(CC1=C(C=CC=C1)NC=1C(=CC=CC1Cl)C)=O ([o-(3-chloro-o-toluidino)-phenyl]-acetic acid methyl ester). As a reaction SMILES: [Cl:1][C:2]1[CH:7]=[CH:6][CH:5]=[C:4]([CH3:8])[C:3]=1[NH:9][C:10]1[CH:15]=[CH:14][CH:13]=[CH:12][C:11]=1[CH2:16][C:17]([OH:19])=[O:18].[N+](=[CH2:22])=[N-]>CCOCC>[CH3:22][O:18][C:17](=[O:19])[CH2:16][C:11]1[CH:12]=[CH:13][CH:14]=[CH:15][C:10]=1[NH:9][C:3]1[C:4]([CH3:8])=[CH:5][CH:6]=[CH:7][C:2]=1[Cl:1]. Procedure: To a solution of 10 g of [o-(3-chloro-o-toluidino)-phenyl]-acetic acid (M.P. 124°-125°) in 100 ml of ether are slowly added dropwise 100 ml of 2% ethereal diazomethane solution. The solution is allowed to stand for 2 hours at room temperature, and then concentrated to dryness at 40° under 11 Torr. The residue is dissolved in 100 ml of ether. The ether solution is extracted with 40 ml of 2 N sodium hydrogen carbonate solution and water, dried over sodium sulphate, and concentrated at 40° under 11... Reactants: C(C1=CC=CC=C1)C=1C=NC2=C(C=CC=C2C1C=1C=C(C=CC1)O)C(F)(F)F (3-[3-benzyl-8-(trifluoromethyl)quinolin-4-yl]phenol), C(CC)OC(C(C)C1=CC=C(C=C1)CBr)=O (2-(4-Bromomethyl-phenyl)-propionic acid propyl ester). Yields the product C(C)OC(C(C)C1=CC=C(C=C1)COC1=CC(=CC=C1)C1=C(C=NC2=C(C=CC=C12)C(F)(F)F)CC1=CC=CC=C1)=O (ETHYL2-[4-({3-[3-BENZYL-8-(TRIFLUOROMETHYL)QUINOLIN-4-YL]PHENOXY}METHYL)PHENYL]PROPANOATE). RXN SMILES: [CH2:1]([C:8]1[CH:9]=[N:10][C:11]2[C:16]([C:17]=1[C:18]1[CH:19]=[C:20]([OH:24])[CH:21]=[CH:22][CH:23]=1)=[CH:15][CH:14]=[CH:13][C:12]=2[C:25]([F:28])([F:27])[F:26])[C:2]1[CH:7]=[CH:6][CH:5]=[CH:4][CH:3]=1.[CH2:29]([O:32][C:33](=[O:44])[CH:34]([C:36]1[CH:41]=[CH:40][C:39]([CH2:42]Br)=[CH:38][CH:37]=1)[CH3:35])[CH2:30]C>>[CH2:29]([O:32][C:33](=[O:44])[CH:34]([C:36]1[CH:37]=[CH:38][C:39]([CH2:42][O:24][C:20]2[CH:21]=[CH:22][CH:23]=[C:18]([C:17]3[C:16]4[C:11](=[C:12]([C:25]([F:28])([F:26])[F:27])[CH:13]=[CH:14][CH:15]=4)[N:10]=[CH:9][C:8]=3[CH2:1][C:2]3[CH:3]=[CH:4][CH:5]=[CH:6][CH:7]=3)[CH:19]=2)=[CH:40][CH:41]=1)[CH3:35])[CH3:30]. Procedure details: The title compound was prepared from 3-[3-benzyl-8-(trifluoromethyl)quinolin-4-yl]phenol and 2-(4-Bromomethyl-phenyl)-propionic acid propyl ester as in the procedure of Example 43. MS m/z 570; Reactants: C(C1=CC=CC=C1)OC(=O)NCC[C@H](C(=O)O)O ((R)-4-benzyloxycarbonylamino-2-hydroxy-butyric acid), S(O)(O)(=O)=O (sulfuric acid), CCO (EtOH). The product is C(C)OC([C@@H](CCNC(=O)OCC1=CC=CC=C1)O)=O ((R)-4-Benzyloxycarbonylamino-2-hydroxy-butyric acid ethyl ester). Isolated yield 81.0%. As a reaction SMILES: [CH2:1]([O:8][C:9]([NH:11][CH2:12][CH2:13][C@@H:14]([OH:18])[C:15]([OH:17])=[O:16])=[O:10])[C:2]1[CH:7]=[CH:6][CH:5]=[CH:4][CH:3]=1.S(=O)(=O)(O)O.[CH3:24][CH2:25]O>>[CH2:24]([O:16][C:15](=[O:17])[C@H:14]([OH:18])[CH2:13][CH2:12][NH:11][C:9]([O:8][CH2:1][C:2]1[CH:3]=[CH:4][CH:5]=[CH:6][CH:7]=1)=[O:10])[CH3:25]. Reported procedure: A solution of (R)-4-benzyloxycarbonylamino-2-hydroxy-butyric acid (2.42 g, 9.56 mmol) and sulfuric acid (94 mg, 0.96 mmol) in EtOH (6 mL) was heated at reflux for 18 h, then partitioned between EtOAc and sat. aq. NaHCO3 solution. The organic layer was washed with brine, dried (MgSO4), filtered, and evaporated to afford the title compound (2.18 g, 81%). Light yellow liquid, MS: 304.2 (M+Na)+.